This data is from the Open Reaction Database (ORD), a public repository of structured organic reaction records. The task is: describe an organic reaction: reactants, conditions, products, and yield The reactants are C1CCOC1, NCc1ccccc1, C=CP(=O)(C=C)C(C)C, O. The product is CC(C)P1(=O)CCN(Cc2ccccc2)CC1. Reaction SMILES: [CH2:10]1[O:11][CH2:12][CH2:13][CH2:14]1.[CH2:15]([c:16]1[cH:17][cH:18][cH:19][cH:20][cH:21]1)[NH2:22].[CH:1](=[CH2:2])[P:3]([CH:4]([CH3:5])[CH3:6])([CH:7]=[CH2:8])=[O:9].[OH2:23]>>[CH2:1]1[CH2:2][N:22]([CH2:15][c:16]2[cH:17][cH:18][cH:19][cH:20][cH:21]2)[CH2:8][CH2:7][P:3]1([CH:4]([CH3:5])[CH3:6])=[O:9]. As a reaction SMILES: [Br:1][C:2]1[CH:3]=[CH:4][C:5]([F:21])=[C:6]([C@@:8]([NH:14]S(C(C)(C)C)=O)([CH2:12][OH:13])[CH:9]([F:11])[F:10])[CH:7]=1.[ClH:22].CC(O)C>C(Cl)Cl>[NH2:14][C@@:8]([C:6]1[CH:7]=[C:2]([Br:1])[CH:3]=[CH:4][C:5]=1[F:21])([CH:9]([F:10])[F:11])[CH2:12][OH:13].[ClH:22]. Starting materials: BrC=1C=CC(=C(C1)[C@](C(F)F)(CO)NS(=O)C(C)(C)C)F (2-methyl-propane-2-sulfinic acid [(R)-1-(5-bromo-2-fluoro-phenyl)-2,2-difluoro-1-hydroxymethyl-ethyl]-amide), Cl (HCl), CC(C)O (IPA). Procedure: To a solution of 2-methyl-propane-2-sulfinic acid [(R)-1-(5-bromo-2-fluoro-phenyl)-2,2-difluoro-1-hydroxymethyl-ethyl]-amide (10 g, 25.76 mmol) in DCM (100 ml) was added under argon a 30% HCl in IPA solution (10 ml, 91.6 mmol) below 25° C. After stirring for 30 min at 25° C., cooled down to −10° C., filtered and dried to provide the title compound HCl salt as white crystals: ESIMS: 284, 286 [(M+H)+], 1H NMR (400 MHz, DMSO-d6): δ 9.42 (b, 3H), 7.84 (m, 1H), 7.74 (m, 1H), 7.35 (dd, 1H), 6.68 (t, 1... Solvent: C(Cl)Cl (DCM). Product: N[C@](CO)(C(F)F)C1=C(C=CC(=C1)Br)F ((R)-2-Amino-2-(5-bromo-2-fluoro-phenyl)-3,3-difluoro-propan-1-ol), Cl (HCl). Reaction conditions: temperature 25 celsius, time 30 minute. Reactants: NC=1C=C(C(=O)OC)C=C(C1OC1=C(C=CC(=C1)OC)Cl)OCCOC1OCCCC1 (methyl 3-amino-4-(2-chloro-5-methoxy-phenoxy)-5-[2-(tetrahydro-pyran-2-yloxy)-ethoxy]-benzoate), O1COC2=C1C=CC(=C2)S(=O)(=O)Cl (benzo[1,3]dioxol-5-sulphonyl chloride). The product is O1COC2=C1C=CC(=C2)S(=O)(=O)NC=2C=C(C(=O)OC)C=C(C2OC2=C(C=CC(=C2)OC)Cl)OCCOC2OCCCC2 (methyl 3-(benzo[1,3]dioxol-5-sulphonyl-amino)-4-(2-chloro-5-methoxy-phenoxy)-5-[2-(tetrahydro-pyran-2-yloxy)-ethoxy]-benzoate). RXN SMILES: [NH2:1][C:2]1[CH:3]=[C:4]([CH:9]=[C:10]([O:22][CH2:23][CH2:24][O:25][CH:26]2[CH2:31][CH2:30][CH2:29][CH2:28][O:27]2)[C:11]=1[O:12][C:13]1[CH:18]=[C:17]([O:19][CH3:20])[CH:16]=[CH:15][C:14]=1[Cl:21])[C:5]([O:7][CH3:8])=[O:6].[O:32]1[C:36]2[CH:37]=[CH:38][C:39]([S:41](Cl)(=[O:43])=[O:42])=[CH:40][C:35]=2[O:34][CH2:33]1>>[O:32]1[C:36]2[CH:37]=[CH:38][C:39]([S:41]([NH:1][C:2]3[CH:3]=[C:4]([CH:9]=[C:10]([O:22][CH2:23][CH2:24][O:25][CH:26]4[CH2:31][CH2:30][CH2:29][CH2:28][O:27]4)[C:11]=3[O:12][C:13]3[CH:18]=[C:17]([O:19][CH3:20])[CH:16]=[CH:15][C:14]=3[Cl:21])[C:5]([O:7][CH3:8])=[O:6])(=[O:42])=[O:43])=[CH:40][C:35]=2[O:34][CH2:33]1. Procedure: Analogously to Example 77, by condensing methyl 3-amino-4-(2-chloro-5-methoxy-phenoxy)-5-[2-(tetrahydro-pyran-2-yloxy)-ethoxy]-benzoate with benzo[1,3]dioxol-5-sulphonyl chloride there was obtained methyl 3-(benzo[1,3]dioxol-5-sulphonyl-amino)-4-(2-chloro-5-methoxy-phenoxy)-5-[2-(tetrahydro-pyran-2-yloxy)-ethoxy]-benzoate und therefrom by treatment with 5.5M HCl there was obtained methyl 3-(benzo[1,3]dioxol-5-sulphonylamino)-4-(2-chloro-5-methoxy-phenoxy)-5-(2-hydroxy-ethoxy)-benzoate. Reactants: CCC(CC)(c1ccc(CCC(O[Si](C)(C)C(C)(C)C)C(C)(C)C)c(C)c1)c1ccc(-c2ccc(CC(=O)OC)c(Cl)c2)c(C)c1, ClCCl, O=C(O)C(F)(F)F. Product: CCC(CC)(c1ccc(CCC(O)C(C)(C)C)c(C)c1)c1ccc(-c2ccc(CC(=O)OC)c(Cl)c2)c(C)c1. RXN SMILES: [CH3:8][O:9][C:10]([CH2:11][c:12]1[c:13]([Cl:52])[cH:14][c:15](-[c:18]2[c:19]([CH3:51])[cH:20][c:21]([C:24]([CH2:25][CH3:26])([CH2:27][CH3:28])[c:29]3[cH:30][c:31]([CH3:50])[c:32]([CH2:35][CH2:36][CH:37]([C:38]([CH3:39])([CH3:40])[CH3:41])[O:42][Si:43]([C:44]([CH3:45])([CH3:46])[CH3:47])([CH3:48])[CH3:49])[cH:33][cH:34]3)[cH:22][cH:23]2)[cH:16][cH:17]1)=[O:53].[Cl:54][CH2:55][Cl:56].[OH:1][C:2]([C:3]([F:4])([F:5])[F:6])=[O:7]>>[CH3:8][O:9][C:10]([CH2:11][c:12]1[c:13]([Cl:52])[cH:14][c:15](-[c:18]2[c:19]([CH3:51])[cH:20][c:21]([C:24]([CH2:25][CH3:26])([CH2:27][CH3:28])[c:29]3[cH:30][c:31]([CH3:50])[c:32]([CH2:35][CH2:36][CH:37]([C:38]([CH3:39])([CH3:40])[CH3:41])[OH:42])[cH:33][cH:34]3)[cH:22][cH:23]2)[cH:16][cH:17]1)=[O:53].